From a dataset of the Open Reaction Database (ORD), a public repository of structured organic reaction records. describe an organic reaction: reactants, conditions, products, and yield Starting materials: Cl.ClC=1C=C(C=CC1F)NC1=NC=NC2=CC(=C(C=C12)OC1CCN(CC1)C(C(F)(F)F)=O)OC(C)=O (4-[(3-chloro-4-fluoro-phenyl)amino]-6-(1-trifluoroacetyl-piperidin-4-yloxy)-7-acetoxy-quinazoline-hydrochloride), C(O)([O-])=O.[Na+] (sodium hydrogen carbonate). Run in CO (methanol). Yields the product ClC=1C=C(C=CC1F)NC1=NC=NC2=CC(=C(C=C12)OC1CCN(CC1)C(C(F)(F)F)=O)O (4-[(3-chloro-4-fluoro-phenyl)amino]-6-(1-trifluoroacetyl-piperidin-4-yloxy)-7-hydroxy-quinazoline). Reaction SMILES: Cl.[Cl:2][C:3]1[CH:4]=[C:5]([NH:10][C:11]2[C:20]3[C:15](=[CH:16][C:17]([O:34]C(=O)C)=[C:18]([O:21][CH:22]4[CH2:27][CH2:26][N:25]([C:28](=[O:33])[C:29]([F:32])([F:31])[F:30])[CH2:24][CH2:23]4)[CH:19]=3)[N:14]=[CH:13][N:12]=2)[CH:6]=[CH:7][C:8]=1[F:9].C(=O)([O-])O.[Na+]>CO>[Cl:2][C:3]1[CH:4]=[C:5]([NH:10][C:11]2[C:20]3[C:15](=[CH:16][C:17]([OH:34])=[C:18]([O:21][CH:22]4[CH2:27][CH2:26][N:25]([C:28](=[O:33])[C:29]([F:30])([F:31])[F:32])[CH2:24][CH2:23]4)[CH:19]=3)[N:14]=[CH:13][N:12]=2)[CH:6]=[CH:7][C:8]=1[F:9] |f:0.1,2.3|. Procedure details: Prepared by treating 4-[(3-chloro-4-fluoro-phenyl)amino]-6-(1-trifluoroacetyl-piperidin-4-yloxy)-7-acetoxy-quinazoline-hydrochloride with saturated sodium hydrogen carbonate solution in methanol at ambient temperature. In addition to the desired product, some 4-[(3-chloro-4-fluoro-phenyl)amino]-6-(piperidin-4-yloxy)-7-hydroxy-quinazoline is also isolated as a by-product. Reactants: FC(C=1C=C(C(=O)N2[C@@H](CN(CC2)CC#CCN2[C@H](COCC2)COC)CC2=CC(=C(C=C2)C)C)C=C(C1)C(F)(F)F)(F)F ((2R)-1-[3,5-bis(trifluoromethyl)benzoyl]-2-(3,4-dimethylbenzyl)-4-[4-((3S)-3-methoxymethylmorpholino)-2-butynyl]piperazine). Product: FC(C=1C=C(C(=O)N2[C@@H](CN(CC2)CCCCN2[C@H](COCC2)COC)CC2=CC(=C(C=C2)C)C)C=C(C1)C(F)(F)F)(F)F ((2R)-1-[3,5-bis-(trifluoromethyl)benzoyl]-2-(3,4-dimethylbenzyl)-4-[4-((3S)-3-methoxymethylmorpholino)butyl]piperazine). Solvent: CO (methanol). Reported procedure: A solution of (2R)-1-[3,5-bis(trifluoromethyl)benzoyl]-2-(3,4-dimethylbenzyl)-4-[4-((3S)-3-methoxymethylmorpholino)-2-butynyl]piperazine (0.09 g) in methanol (10 ml) was hydrogenated in the presence of 10% palladium-carbon (40 mg) at room temperature. After 1 hour, palladium-carbon was removed by filtration and the filtrate was evaporated under reduced pressure. The residue was purified by column chromatography on silica gel with a mixture of methanol and ethyl acetate as an eluent to give (2R)-... Reaction conditions: time 1 hour. Reagents/catalysts: [C].[Pd] (palladium-carbon). Reaction SMILES: [F:1][C:2]([F:44])([F:43])[C:3]1[CH:4]=[C:5]([CH:36]=[C:37]([C:39]([F:42])([F:41])[F:40])[CH:38]=1)[C:6]([N:8]1[CH2:13][CH2:12][N:11]([CH2:14][C:15]#[C:16][CH2:17][N:18]2[CH2:23][CH2:22][O:21][CH2:20][C@@H:19]2[CH2:24][O:25][CH3:26])[CH2:10][C@H:9]1[CH2:27][C:28]1[CH:33]=[CH:32][C:31]([CH3:34])=[C:30]([CH3:35])[CH:29]=1)=[O:7]>CO.[C].[Pd]>[F:44][C:2]([F:1])([F:43])[C:3]1[CH:4]=[C:5]([CH:36]=[C:37]([C:39]([F:40])([F:42])[F:41])[CH:38]=1)[C:6]([N:8]1[CH2:13][CH2:12][N:11]([CH2:14][CH2:15][CH2:16][CH2:17][N:18]2[CH2:23][CH2:22][O:21][CH2:20][C@@H:19]2[CH2:24][O:25][CH3:26])[CH2:10][C@H:9]1[CH2:27][C:28]1[CH:33]=[CH:32][C:31]([CH3:34])=[C:30]([CH3:35])[CH:29]=1)=[O:7] |f:2.3|.